This data is from the Open Reaction Database (ORD), a public repository of structured organic reaction records. The task is: describe an organic reaction: reactants, conditions, products, and yield Reactants: ClCCCN1CCOCC1, [K+], [K+], O=C([O-])[O-], CN(C)C=O, COc1cc2nc(-c3cccc([N+](=O)[O-])c3)nc(Nc3ccc4c(cnn4C(=O)OC(C)(C)C)c3)c2cc1O. The product is COc1cc2nc(-c3cccc([N+](=O)[O-])c3)nc(Nc3ccc4c(cnn4C(=O)OC(C)(C)C)c3)c2cc1OCCCN1CCOCC1. Reaction SMILES: [Cl:40][CH2:41][CH2:42][CH2:43][N:44]1[CH2:45][CH2:46][O:47][CH2:48][CH2:49]1.[K+:50].[K+:51].[O-:52][C:53]([O-:54])=[O:55].[O:56]=[CH:57][N:58]([CH3:59])[CH3:60].[OH:1][c:2]1[cH:3][c:4]2[c:5]([NH:23][c:24]3[cH:25][c:26]4[cH:27][n:28][n:29]([C:33](=[O:34])[O:35][C:36]([CH3:37])([CH3:38])[CH3:39])[c:30]4[cH:31][cH:32]3)[n:6][c:7](-[c:14]3[cH:15][c:16]([N+:20](=[O:21])[O-:22])[cH:17][cH:18][cH:19]3)[n:8][c:9]2[cH:10][c:11]1[O:12][CH3:13]>>[O:1]([c:2]1[cH:3][c:4]2[c:5]([NH:23][c:24]3[cH:25][c:26]4[cH:27][n:28][n:29]([C:33](=[O:34])[O:35][C:36]([CH3:37])([CH3:38])[CH3:39])[c:30]4[cH:31][cH:32]3)[n:6][c:7](-[c:14]3[cH:15][c:16]([N+:20](=[O:21])[O-:22])[cH:17][cH:18][cH:19]3)[n:8][c:9]2[cH:10][c:11]1[O:12][CH3:13])[CH2:41][CH2:42][CH2:43][N:44]1[CH2:45][CH2:46][O:47][CH2:48][CH2:49]1. The product is O[C@@H](CNC1CCN(CC1)C1=CC=C(C=C1)NS(=O)(=O)CCCC)COC1=C2CCC(NC2=C(C=C1)O)=O (N-{4-[4-({(2S)-2-Hydroxy-3-[(8-hydroxy-2-oxo-1,2,3,4-tetrahydro-5-quinolinyl)oxy]-propyl}amino)-1-piperidineyl]phenyl}-1-butanesulfonamide). As a reaction SMILES: C(S(O)(=O)=O)CCC.O=[C:10]1[CH2:15][CH2:14][N:13]([C:16]2[CH:21]=[CH:20][C:19]([NH:22][S:23]([CH2:26][CH2:27][CH2:28][CH3:29])(=[O:25])=[O:24])=[CH:18][CH:17]=2)[CH2:12][CH2:11]1.[NH2:30][CH2:31][C@H:32]([OH:47])[CH2:33][O:34][C:35]1[CH:44]=[CH:43][C:42]([OH:45])=[C:41]2[C:36]=1[CH2:37][CH2:38][C:39](=[O:46])[NH:40]2>>[OH:47][C@H:32]([CH2:33][O:34][C:35]1[CH:44]=[CH:43][C:42]([OH:45])=[C:41]2[C:36]=1[CH2:37][CH2:38][C:39](=[O:46])[NH:40]2)[CH2:31][NH:30][CH:10]1[CH2:15][CH2:14][N:13]([C:16]2[CH:21]=[CH:20][C:19]([NH:22][S:23]([CH2:26][CH2:27][CH2:28][CH3:29])(=[O:25])=[O:24])=[CH:18][CH:17]=2)[CH2:12][CH2:11]1. Procedure: The title compound was prepared from butane-1-sulfonic acid ]4-(4-oxo-piperidine-1-yl)-phenyl]-amide (which was obtained in Example 228) and 5-(3-amino-(2S)-2-hydroxy-propoxy)-8-hydroxy-3,4-dihydro-1H-quinolin-2-one (which was obtained in Example 12) according to the procedure of Example 278 as a white solid; 1H NMR (300 MHz, DMSO-d6) δ 0.82 (t, J=7.3 Hz, 3H), 1.20-1.40 (m, 4H), 1.50-1.70 (m, 2H), 1.80-1.95 (m, 2H), 2.39 (t, J=7.3 Hz, 2H), 2.50-2.80 (m, 5H), 2.85 (t, J=7.3 Hz, 2H), 2.85-3.00 (m,... Starting materials: C(CCC)S(=O)(=O)O (butane-1-sulfonic acid), O=C1CCN(CC1)C1=CC=C(C=C1)NS(=O)(=O)CCCC (Butane-1-sulfonic acid [4-(4-oxo-piperidine-1-yl)-phenyl]-amide), NC[C@@H](COC1=C2CCC(NC2=C(C=C1)O)=O)O (5-(3-Amino-(2S)-2-hydroxy-propoxy)-8-hydroxy-3,4-dihydro-1H-quinolin-2-one). Starting materials: C(=O)(OC(C)(C)C)N[C@H](CCCNC(=O)OCC1=CC=CC=C1)C(=O)O (Nα -Boc-Nδ -Cbz-(R)-ornithine), [N+](=O)([O-])C1=C(C=CC=C1)O (o-nitrophenol), C1(CCCCC1)N=C=NC1CCCCC1 (Dicyclohexylcarbodiimide). Run in CCOC(=O)C (EtOAc), CCOC(=O)C (EtOAc), N1=CC=CC=C1 (pyridine), C(C)(C)O (isopropanol). Conditions: temperature 0 celsius. Yields the product [N+](=O)([O-])C1=C(C=CC=C1)OC([C@H](NC(=O)OC(C)(C)C)CCCNC(=O)OCC1=CC=CC=C1)=O (Nα -Boc-Nδ -Cbz-(R)-ornithine o-nitrophenyl ester). Reaction SMILES: [C:1]([NH:8][C@@H:9]([C:24]([OH:26])=[O:25])[CH2:10][CH2:11][CH2:12][NH:13][C:14]([O:16][CH2:17][C:18]1[CH:23]=[CH:22][CH:21]=[CH:20][CH:19]=1)=[O:15])([O:3][C:4]([CH3:7])([CH3:6])[CH3:5])=[O:2].[N+:27]([C:30]1[CH:35]=[CH:34][CH:33]=[CH:32][C:31]=1O)([O-:29])=[O:28].C1(N=C=NC2CCCCC2)CCCCC1>N1C=CC=CC=1.CCOC(C)=O.C(O)(C)C>[N+:27]([C:30]1[CH:35]=[CH:34][CH:33]=[CH:32][C:31]=1[O:25][C:24](=[O:26])[C@@H:9]([CH2:10][CH2:11][CH2:12][NH:13][C:14]([O:16][CH2:17][C:18]1[CH:23]=[CH:22][CH:21]=[CH:20][CH:19]=1)=[O:15])[NH:8][C:1]([O:3][C:4]([CH3:7])([CH3:6])[CH3:5])=[O:2])([O-:29])=[O:28]. Procedure: A solution Nα -Boc-Nδ -Cbz-(R)-ornithine (25.0 g; 68.2 mmol) and o-nitrophenol (19.0 g; 136.4 mmol) in pyridine (250 mL) was cooled to 0° C. Dicyclohexylcarbodiimide (13.4 g; 64.8 mmol) was added at 0° C. The solution was stirred at 0° C. for several hours, warmed to room temperature and stirred overnight. The resulting heterogeneous solution was diluted with EtOAc and filtered. The filtrate was concentrated under reduced pressure to afford a thick oil. The oil was dissolved in a minimal amount ... The reactants are [Cl-].CC1CCC(CC1)[NH3+] (4-methylcyclohexylammonium chloride). The solvent is C(Cl)Cl (methylene chloride). The product is [Cl-].C[C@@H]1CC[C@H](CC1)[NH3+] (trans-4-methylcyclohexylammonium chloride). Reaction SMILES: [Cl-:1].[CH3:2][CH:3]1[CH2:8][CH2:7][CH:6]([NH3+:9])[CH2:5][CH2:4]1>C(Cl)Cl>[Cl-:1].[CH3:2][C@H:3]1[CH2:8][CH2:7][C@H:6]([NH3+:9])[CH2:5][CH2:4]1 |f:0.1,3.4|. Procedure: 4-methylcyclohexylammonium chloride (Example 71) was suspended in 4 ml of methylene chloride cooled. The crystal obtained was filtered out, yielding 3.2 g of trans-4-methylcyclohexylammonium chloride as white crystal, which had the following physiochemical properties: Starting materials: ClC1=CC=C(CC=2C(CC(CC2OCC(C)C)(C)C)=O)C=C1 (2-(4-chlorobenzyl)-3-(2-methylpropoxy)-5,5-dimethylcyclohex-2-en-1-one). Run in CO (methanol). The product is ClC1=CC=C(CC=2C(CC(CC2OC)(C)C)=O)C=C1 (2-(4-chlorobenzyl)-3-methoxy-5,5-dimethylcyclohex-2-en-1-one). Yield: 73.2%. Reaction SMILES: [Cl:1][C:2]1[CH:22]=[CH:21][C:5]([CH2:6][C:7]2[C:8](=[O:20])[CH2:9][C:10]([CH3:19])([CH3:18])[CH2:11][C:12]=2[O:13][CH2:14]C(C)C)=[CH:4][CH:3]=1>CO>[Cl:1][C:2]1[CH:3]=[CH:4][C:5]([CH2:6][C:7]2[C:8](=[O:20])[CH2:9][C:10]([CH3:19])([CH3:18])[CH2:11][C:12]=2[O:13][CH3:14])=[CH:21][CH:22]=1. Procedure: A solution of 154 g of the 2-(4-chlorobenzyl)-3-(2-methylpropoxy)-5,5-dimethylcyclohex-2-en-1-one obtained in Example 1 in 1200 ml methanol containing 3 g p-toluenesulphonic acid was refluxed for 2 hours. The reaction mixture was then extracted with 3 liters water and 1 liter diethyl ether and re-extracted with a further 1 liter diethyl ether. The organic phases were then back-washed first with 200 ml 10% aqueous sodium hydroxide and then with 100 ml saturated sodium chloride solution, dried ove... Reactants: BrBr (bromine), N1C(=CC2=CC=CC=C12)C(=O)OCC (ethyl indole-2-carboxylate), material, O (water). Run at time 30 minute. RXN SMILES: [Br:1]Br.[NH:3]1[C:11]2[C:6](=[CH:7][CH:8]=[CH:9][CH:10]=2)[CH:5]=[C:4]1[C:12]([O:14][CH2:15][CH3:16])=[O:13].O>CN(C=O)C>[Br:1][C:5]1[C:6]2[C:11](=[CH:10][CH:9]=[CH:8][CH:7]=2)[NH:3][C:4]=1[C:12]([O:14][CH2:15][CH3:16])=[O:13]. Procedure: A solution of bromine (2.72 ml) in DMF was added dropwise over 10 mins to a solution of ethyl indole-2-carboxylate in DMF. The reaction was stirred for 30 mins, then poured into water to precipitate a pale yellow solid which was filtered off and recrystallized from ethyl acetate to give the desired starting material as white needles (10.2 g, 72%), mp 150-151°; NMR δ (CDCl3) 1.44 (t, 3H), 4.45 (q, 2H), 7.22 (m, 11H), 7.38 (m, 2H), 7.66 (d, 1H), 9.27 (bs, 1H); M/z (−) 268 (M+), 266, 196, 194. Yields the product BrC1=C(NC2=CC=CC=C12)C(=O)OCC (Ethyl 3-bromoindole-2-carboxylate). The solvent is CN(C)C=O (DMF), CN(C)C=O (DMF). Starting materials: C(C)(C)(C)C1=CC(=C(C=C1)C=1N([C@@H]([C@@H](N1)C1=CC=C(C=C1)Cl)C1=CC=C(C=C1)Cl)C(=O)Cl)OCC ((4S,5R)-2-(4-tert-butyl-2-ethoxy-phenyl)-4,5-bis-(4-chloro-phenyl)-4,5-dihydro-imidazole-1-carbonyl chloride), CC(C(CN1CCNCC1)=O)(C)C (3,3-dimethyl-1-piperazin-1-yl-butan-2-one). Product: Cl.C(C)(C)(C)C1=CC(=C(C=C1)C=1N([C@@H]([C@@H](N1)C1=CC=C(C=C1)Cl)C1=CC=C(C=C1)Cl)C(=O)N1CCN(CC1)CC(C(C)(C)C)=O)OCC (1-{4-[(4S,5R)-2-(4-tert-Butyl-2-ethoxy-phenyl)-4,5-bis-(4-chloro-phenyl)-4,5-dihydro-imidazole-1-carbonyl]-piperazin-1-yl}-3,3-dimethyl-butan-2-one hydrochloride). As a reaction SMILES: [C:1]([C:5]1[CH:10]=[CH:9][C:8]([C:11]2[N:12]([C:30](Cl)=[O:31])[C@H:13]([C:23]3[CH:28]=[CH:27][C:26]([Cl:29])=[CH:25][CH:24]=3)[C@H:14]([C:16]3[CH:21]=[CH:20][C:19]([Cl:22])=[CH:18][CH:17]=3)[N:15]=2)=[C:7]([O:33][CH2:34][CH3:35])[CH:6]=1)([CH3:4])([CH3:3])[CH3:2].[CH3:36][C:37]([CH3:48])([CH3:47])[C:38](=[O:46])[CH2:39][N:40]1[CH2:45][CH2:44][NH:43][CH2:42][CH2:41]1>>[ClH:22].[C:1]([C:5]1[CH:10]=[CH:9][C:8]([C:11]2[N:12]([C:30]([N:43]3[CH2:44][CH2:45][N:40]([CH2:39][C:38](=[O:46])[C:37]([CH3:48])([CH3:47])[CH3:36])[CH2:41][CH2:42]3)=[O:31])[C@H:13]([C:23]3[CH:24]=[CH:25][C:26]([Cl:29])=[CH:27][CH:28]=3)[C@H:14]([C:16]3[CH:17]=[CH:18][C:19]([Cl:22])=[CH:20][CH:21]=3)[N:15]=2)=[C:7]([O:33][CH2:34][CH3:35])[CH:6]=1)([CH3:4])([CH3:2])[CH3:3] |f:2.3|. Procedure details: 1-{4-[(4S,5R)-2-(4-tert-Butyl-2-ethoxy-phenyl)-4,5-bis-(4-chloro-phenyl)-4,5-dihydro-imidazole-1-carbonyl]-piperazin-1-yl}-3,3-dimethyl-butan-2-one hydrochloride was prepared from (4S,5R)-2-(4-tert-butyl-2-ethoxy-phenyl)-4,5-bis-(4-chloro-phenyl)-4,5-dihydro-imidazole-1-carbonyl chloride (example 11) and 3,3-dimethyl-1-piperazin-1-yl-butan-2-one (example 16j) in an analogous manner as described in example 25. LR-MS: 677.5 [(M+H)+] The reactants are C(C)(=O)SCC1(COC(OC1)(C)C)CC (5-Acetylthiomethyl-5-ethyl-2,2-dimethyl-1,3-dioxane), Cl (hydrochloric acid). Solvent: [OH-].[Na+] (sodium hydroxide), CO (methanol). Conditions: time 4 hour. The product is OCC(CS)(CC)CO (2,2-Di-(hydroxymethyl)-butanethiol). RXN SMILES: C([S:4][CH2:5][C:6]1([CH2:14][CH3:15])[CH2:11][O:10]C(C)(C)[O:8][CH2:7]1)(=O)C.Cl>[OH-].[Na+].CO>[OH:8][CH2:7][C:6]([CH2:11][OH:10])([CH2:14][CH3:15])[CH2:5][SH:4] |f:2.3|. Procedure details: and (iii) 5-Acetylthiomethyl-5-ethyl-2,2-dimethyl-1,3-dioxane (2.0 g.) was stirred at 20°, in 10% aqueous sodium hydroxide solution (2.0 ml.) in methanol (20 ml.), for 24 hours under nitrogen. The mixture was neutralized with concentrated hydrochloric acid (0.5 ml.). Dowex 50×8-200 ion exchange resin (H+ form) (1.0 g.) was added and the mixture was refluxed with stirring, under nitrogen, for 4 hours. The mixture was filtered and the filtrate was evaporated in vacuo. Toluene was added to the resi... Reactants: C[Li] (methyllithium), [Si](C)(C)(C(C)(C)C)OC1CC(=CC1)OS(=O)(=O)C(F)(F)F (3-trifluoromethanesulfonyloxy-3-cyclopenten-1-yl (t-butyldimethylsilyl) ether). The reagents and catalysts are [Cu]I (copper (I) iodide). Run in C(C)OCC (diethyl ether), C(C)OCC (diethyl ether). Run at time 1 hour. Product: [Si](C)(C)(C(C)(C)C)OC1CC(=CC1)C (3-methyl-3-cyclopenten-1-yl (t-butyldimethylsilyl) ether). Yield: 41.0%. As a reaction SMILES: [CH3:1][Li].[Si:3]([O:10][CH:11]1[CH2:15][CH:14]=[C:13](OS(C(F)(F)F)(=O)=O)[CH2:12]1)([C:6]([CH3:9])([CH3:8])[CH3:7])([CH3:5])[CH3:4]>[Cu]I.C(OCC)C>[Si:3]([O:10][CH:11]1[CH2:15][CH:14]=[C:13]([CH3:1])[CH2:12]1)([C:6]([CH3:9])([CH3:8])[CH3:7])([CH3:5])[CH3:4]. Procedure: To an ether solution of dimethylcopper-lithium obtained by using 8.41 ml of 1.4 M diethyl ether solution of methyllithium, 1.16 g of copper (I) iodide and 15 ml of diethyl ether was added at -30° C. under nitrogen stream 700 mg of 3-trifluoromethanesulfonyloxy-3-cyclopenten-1-yl (t-butyldimethylsilyl) ether and the resulting mixture was stirred for 1 hour. The reaction liquid obtained was after-treated and purified in the same manner as in (1) of the intermediate preparation example 1 to obtain ... Reactants: COc1cc(ccc1C=O)OCC(O)=O, CC1=CN=C(C=C1)N, [C-]#[N+]C1CCCCC1. The reagents and catalysts are O=C(O)C(F)(F)F (trifluoroacetic acid). The solvent is CC(C)O (isopropyl alcohol), CC(C)O (isopropylalcohol). Conditions: temperature 22 celsius, time 20 hour. Yields the product Cc1ccc2nc(c3ccc(cc3OC)OCC(O)=O)c(NC3CCCCC3)n2c1. Isolated yield 73.8%. RXN SMILES: CC1=CC=C(N)N=C1.[C-]#[N+]C1CCCCC1.COC1=C(C=O)C=CC(OCC(O)=O)=C1>>COC1=C(C=CC(OCC(O)=O)=C1)C1=C(NC2CCCCC2)N2C=C(C)C=CC2=N1.